Dataset: the Open Reaction Database (ORD), a public repository of structured organic reaction records. Task: describe an organic reaction: reactants, conditions, products, and yield The reactants are ClC=1N=C(C2=C(N1)SC=C2)Cl (2,4-dichlorothieno[2,3-d]pyrimidine), C(=O)(C(F)(F)F)O (TFA), CC1=C(N)C(=CC(=C1)C)C (2,4,6-trimethylaniline). Run in C(Cl)Cl (CH2Cl2). Reaction conditions: temperature 90 celsius, time 2 day. The product is ClC=1N=C(C2=C(N1)SC=C2)NC2=C(C=C(C=C2C)C)C (2-Chloro-N-mesitylthieno[2,3-d]pyrimidin-4-amine). Isolated yield 13.0%. Reaction SMILES: [Cl:1][C:2]1[N:3]=[C:4](Cl)[C:5]2[CH:10]=[CH:9][S:8][C:6]=2[N:7]=1.C(O)(C(F)(F)F)=O.[CH3:19][C:20]1[CH:26]=[C:25]([CH3:27])[CH:24]=[C:23]([CH3:28])[C:21]=1[NH2:22]>C(Cl)Cl>[Cl:1][C:2]1[N:3]=[C:4]([NH:22][C:21]2[C:23]([CH3:28])=[CH:24][C:25]([CH3:27])=[CH:26][C:20]=2[CH3:19])[C:5]2[CH:10]=[CH:9][S:8][C:6]=2[N:7]=1. Procedure: To a solution of 2,4-dichlorothieno[2,3-d]pyrimidine (805 mg, 3.94 mmol), TFA (0.91 mL, 11.82 mmol) in TFE (11 mL) was added 2,4,6-trimethylaniline (0.15 mg, 1.1 mmol) in a sealed tube. The reaction was stirred at 90° C. for 2 d. Reaction mixture was diluted with CH2Cl2 and washed with saturated NaHCO3 (3×20 mL). The combined organic layers were washed with brine, dried over Na2SO4, filtered and concentrated in vacuo. The crude product was purified by HPLC to afford the product as a white solid ... The reactants are CS(=O)(=O)OCCC1=CC(=CC=C1)C1=CSC=C1 (2-[3-(3-thienyl)phenyl]ethyl methanesulfonate), S1C=C(C=C1)C=1C=C(OCCO)C=CC1 (2-[3-(3-thienyl)phenoxy]ethanol), CS(=O)(=O)Cl (methanesulfonyl chloride), C(C)(=S)[O-].[K+] (potassium thioacetate). Yields the product C(C)(=O)SCCOC1=CC(=CC=C1)C1=CSC=C1 (S-[2-[3-(3-thienyl)phenoxy]ethyl] thioacetate). Yield: 87.8%. Procedure: 2-[3-(3-thienyl)phenyl]ethyl methanesulfonate, [synthesized by reacting 100 mg of 2-[3-(3-thienyl)phenoxy]ethanol with 50 μl of methanesulfonyl chloride and 190 μl of triethylamine in 1 ml of ethyl acetate] was dissolved in 1.5 ml of dimethylformamide, and 68 mg of potassium thioacetate was added. The mixture was heated at 80° C. with stirring for 3 hours, and then water and ethyl acetate were added. The organic layer separated was worked up in a customary manner to give 111 mg of S-[2-[3-(3-thi... Conditions: temperature 80 celsius, time 3 hour. Reaction SMILES: CS(OCCC1C=CC=C(C2C=CSC=2)C=1)(=O)=O.[S:19]1[CH:23]=[CH:22][C:21]([C:24]2[CH:25]=[C:26]([CH:31]=[CH:32][CH:33]=2)[O:27][CH2:28][CH2:29]O)=[CH:20]1.CS(Cl)(=O)=O.[C:39]([O-:42])(=[S:41])[CH3:40].[K+]>C(OCC)(=O)C.CN(C)C=O.O.C(N(CC)CC)C>[C:39]([S:41][CH2:29][CH2:28][O:27][C:26]1[CH:31]=[CH:32][CH:33]=[C:24]([C:21]2[CH:22]=[CH:23][S:19][CH:20]=2)[CH:25]=1)(=[O:42])[CH3:40] |f:3.4|. The solvent is C(C)(=O)OCC (ethyl acetate), C(C)N(CC)CC (triethylamine), C(C)(=O)OCC (ethyl acetate), O (water), CN(C=O)C (dimethylformamide). Reactants: COc1ccc(S(=O)(=S)Oc2nc3ccccc3s2)cc1, CC(C)=O, O, C=C(C)C(C(=O)OCc1ccccc1)N1C(=O)C(NC(=O)Cc2ccccc2)C1SSc1nc2ccccc2s1. Yields the product C=C(C)C(C(=O)OCc1ccccc1)N1C(=O)C(NC(=O)Cc2ccccc2)C1SS(=O)(=O)c1ccc(OC)cc1. As a reaction SMILES: [CH3:41][O:42][c:43]1[cH:44][cH:45][c:46]([S:49](=[O:50])([O:51][c:52]2[s:53][c:54]3[cH:55][cH:56][cH:57][cH:58][c:59]3[n:60]2)=[S:61])[cH:47][cH:48]1.[CH3:63][C:64](=[O:65])[CH3:66].[OH2:62].[c:1]1([CH2:7][C:8](=[O:9])[NH:10][CH:11]2[C:12](=[O:40])[N:13]([CH:26]([C:27](=[O:28])[O:29][CH2:30][c:31]3[cH:32][cH:33][cH:34][cH:35][cH:36]3)[C:37](=[CH2:38])[CH3:39])[CH:14]2[S:15][S:16][c:17]2[s:18][c:19]3[cH:20][cH:21][cH:22][cH:23][c:24]3[n:25]2)[cH:2][cH:3][cH:4][cH:5][cH:6]1>>[c:1]1([CH2:7][C:8](=[O:9])[NH:10][CH:11]2[C:12](=[O:40])[N:13]([CH:26]([C:27](=[O:28])[O:29][CH2:30][c:31]3[cH:32][cH:33][cH:34][cH:35][cH:36]3)[C:37](=[CH2:38])[CH3:39])[CH:14]2[S:51][S:49]([c:46]2[cH:45][cH:44][c:43]([O:42][CH3:41])[cH:48][cH:47]2)(=[O:50])=[O:61])[cH:2][cH:3][cH:4][cH:5][cH:6]1. The reactants are ClC1=CC=C(C=C1)N1N=C2C(=CC1=O)CCSC1=C2C=C(C=C1)F (2-(4-chlorophenyl)-10-fluoro-5,6-dihydro-[1]benzothiepino[5,4-c]pyridazin-3(2H)one), resultant mixture, O (water), OO (hydrogen peroxide). Solvent: C(C)(=O)O (acetic acid). Yields the product ClC1=CC=C(C=C1)N1N=C2C(=CC1=O)CCS(C1=C2C=C(C=C1)F)=O (2-(4-chlorophenyl)-10-fluoro-5,6-dihydro[1]benzothiepino[5,4-c]pyridazin-3(2H)-one 7-oxide). As a reaction SMILES: [Cl:1][C:2]1[CH:7]=[CH:6][C:5]([N:8]2[C:13](=[O:14])[CH:12]=[C:11]3[CH2:15][CH2:16][S:17][C:18]4[CH:23]=[CH:22][C:21]([F:24])=[CH:20][C:19]=4[C:10]3=[N:9]2)=[CH:4][CH:3]=1.[OH:25]O.O>C(O)(=O)C>[Cl:1][C:2]1[CH:7]=[CH:6][C:5]([N:8]2[C:13](=[O:14])[CH:12]=[C:11]3[CH2:15][CH2:16][S:17](=[O:25])[C:18]4[CH:23]=[CH:22][C:21]([F:24])=[CH:20][C:19]=4[C:10]3=[N:9]2)=[CH:4][CH:3]=1. Procedure: To a solution of 1.8 g of 2-(4-chlorophenyl)-10-fluoro-5,6-dihydro-[1]benzothiepino[5,4-c]pyridazin-3(2H)one, prepared in Example 22, in 20 ml of acetic acid is added 1.3 ml of 35% hydrogen peroxide with stirring at room temperature and furthermore stirred for 5 hours at the same temperature. To the resultant mixture is added water, and the precipitated crystals are collected by filtration and recrystallized from dimethylformamide-water to give 1.3 g of 2-(4-chlorophenyl)-10-fluoro-5,6-dihydro[1... The reactants are CSc1ccc2c(c1)C(c1ccccc1)=NCc1nnc(CCl)n1-2, NC1CC1, [I-], [K+], C1CCOC1. The product is CSc1ccc2c(c1)C(c1ccccc1)=NCc1nnc(CNC3CC3)n1-2. Reaction SMILES: [CH3:3][S:4][c:5]1[cH:6][cH:7][c:8]2[c:9]([cH:26]1)[C:10]([c:20]1[cH:21][cH:22][cH:23][cH:24][cH:25]1)=[N:11][CH2:12][c:13]1[n:14]-2[c:15]([CH2:18][Cl:19])[n:16][n:17]1.[CH:27]1([NH2:30])[CH2:28][CH2:29]1.[I-:2].[K+:1].[O:31]1[CH2:32][CH2:33][CH2:34][CH2:35]1>>[CH3:3][S:4][c:5]1[cH:6][cH:7][c:8]2[c:9]([cH:26]1)[C:10]([c:20]1[cH:21][cH:22][cH:23][cH:24][cH:25]1)=[N:11][CH2:12][c:13]1[n:14]-2[c:15]([CH2:18][NH:30][CH:27]2[CH2:28][CH2:29]2)[n:16][n:17]1. The reactants are CN, CC#N, CS(=O)c1nc(N)nc(SCC(=O)Nc2cccc(C(F)(F)F)c2)c1C#N. Yields the product CNc1nc(N)nc(SCC(=O)Nc2cccc(C(F)(F)F)c2)c1C#N. As a reaction SMILES: [CH3:28][NH2:29].[CH3:30][C:31]#[N:32].[NH2:1][c:2]1[n:3][c:4]([S:25]([CH3:26])=[O:27])[c:5]([C:23]#[N:24])[c:6]([S:8][CH2:9][C:10](=[O:11])[NH:12][c:13]2[cH:14][c:15]([C:19]([F:20])([F:21])[F:22])[cH:16][cH:17][cH:18]2)[n:7]1>>[NH2:1][c:2]1[n:3][c:4]([NH:29][CH3:28])[c:5]([C:23]#[N:24])[c:6]([S:8][CH2:9][C:10](=[O:11])[NH:12][c:13]2[cH:14][c:15]([C:19]([F:20])([F:21])[F:22])[cH:16][cH:17][cH:18]2)[n:7]1. Reactants: N\C(\C)=N\OC(=O)C=1C(=CC(=NC1)NC1=NC=C(N=C1)C#N)NCC1CCN(CC1)C(=O)OC(C)(C)C ((E)-tert-Butyl 4-((5-((1-aminoethylideneaminooxy)carbonyl)-2-(5-cyanopyrazin-2-ylamino)pyridin-4-ylamino)methyl)piperidine-1-carboxylate). The solvent is N1=CC=CC=C1 (pyridine). Yields the product C(#N)C=1N=CC(=NC1)NC1=NC=C(C(=C1)NCC1CCN(CC1)C(=O)OC(C)(C)C)C1=NC(=NO1)C (tert-Butyl 4-((2-(5-cyanopyrazin-2-ylamino)-5-(3-methyl-1,2,4-oxadiazol-5-yl)pyridin-4-ylamino)methyl)piperidine-1-carboxylate). The yield is 23.5%. As a reaction SMILES: [NH2:1]/[C:2](=[N:4]/[O:5][C:6]([C:8]1[C:9]([NH:23][CH2:24][CH:25]2[CH2:30][CH2:29][N:28]([C:31]([O:33][C:34]([CH3:37])([CH3:36])[CH3:35])=[O:32])[CH2:27][CH2:26]2)=[CH:10][C:11]([NH:14][C:15]2[CH:20]=[N:19][C:18]([C:21]#[N:22])=[CH:17][N:16]=2)=[N:12][CH:13]=1)=O)/[CH3:3]>N1C=CC=CC=1>[C:21]([C:18]1[N:19]=[CH:20][C:15]([NH:14][C:11]2[CH:10]=[C:9]([NH:23][CH2:24][CH:25]3[CH2:30][CH2:29][N:28]([C:31]([O:33][C:34]([CH3:36])([CH3:37])[CH3:35])=[O:32])[CH2:27][CH2:26]3)[C:8]([C:6]3[O:5][N:4]=[C:2]([CH3:3])[N:1]=3)=[CH:13][N:12]=2)=[N:16][CH:17]=1)#[N:22]. Procedure details: A solution of (E)-tert-Butyl 4-((5-((1-aminoethylideneaminooxy)carbonyl)-2-(5-cyanopyrazin-2-ylamino)pyridin-4-ylamino)methyl)piperidine-1-carboxylate (40 mg, 0.078 mmol) in pyridine (3 mL) was heated at 120° C. for 8 hr using microwave irradiation. After evaporation of the solvent, the crude product was purified by column chromatography (Biotage), eluting with EtOAc/n-hexane (1/1), to give the title compound as a yellow solid (9 mg, 23%).